Dataset: the Open Reaction Database (ORD), a public repository of structured organic reaction records. Task: describe an organic reaction: reactants, conditions, products, and yield Starting materials: CS(=O)(=O)c1ccc(OCc2csc(C3CCNCC3)n2)cc1, CCN(C(C)C)C(C)C, Clc1ncccn1, Cl. Yields the product CS(=O)(=O)c1ccc(OCc2csc(C3CCN(c4ncccn4)CC3)n2)cc1. RXN SMILES: [CH3:2][S:3](=[O:4])(=[O:5])[c:6]1[cH:7][cH:8][c:9]([O:10][CH2:11][c:12]2[n:13][c:14]([CH:17]3[CH2:18][CH2:19][NH:20][CH2:21][CH2:22]3)[s:15][cH:16]2)[cH:23][cH:24]1.[CH:32]([N:33]([CH:34]([CH3:35])[CH3:36])[CH2:37][CH3:38])([CH3:39])[CH3:40].[Cl:25][c:26]1[n:27][cH:28][cH:29][cH:30][n:31]1.[ClH:1]>>[CH3:2][S:3](=[O:4])(=[O:5])[c:6]1[cH:7][cH:8][c:9]([O:10][CH2:11][c:12]2[n:13][c:14]([CH:17]3[CH2:18][CH2:19][N:20]([c:26]4[n:27][cH:28][cH:29][cH:30][n:31]4)[CH2:21][CH2:22]3)[s:15][cH:16]2)[cH:23][cH:24]1. Reactants: solution, C([O-])([O-])=O.[Na+].[Na+] (sodium carbonate), C(C)OC(=O)C1CCN(CC1)C(=O)NN (1-hydrazinocarbonyl-piperidine-4-carboxylic acid ethyl ester), C(C)(=O)OC(C)=O (acetic anhydride), P(=O)(Cl)(Cl)Cl (phosphorus oxychloride). Run in CCOC(=O)C (EtOAc), C1CCOC1 (THF). Run at time 5 day. Product: C(C)OC(=O)C1CCN(CC1)C=1OC(=NN1)C (1-(5-Methyl-[1,3,4]oxadiazol-2-yl)-piperidine-4-carboxylic acid ethyl ester). The yield is 20.1%. Reaction SMILES: [CH2:1]([O:3][C:4]([CH:6]1[CH2:11][CH2:10][N:9]([C:12]([NH:14][NH2:15])=[O:13])[CH2:8][CH2:7]1)=[O:5])[CH3:2].[C:16](OC(=O)C)(=O)[CH3:17].P(Cl)(Cl)(Cl)=O.C(=O)([O-])[O-].[Na+].[Na+]>C1COCC1.CCOC(C)=O>[CH2:1]([O:3][C:4]([CH:6]1[CH2:7][CH2:8][N:9]([C:12]2[O:13][C:16]([CH3:17])=[N:15][N:14]=2)[CH2:10][CH2:11]1)=[O:5])[CH3:2] |f:3.4.5|. Reported procedure: To a solution of 1-hydrazinocarbonyl-piperidine-4-carboxylic acid ethyl ester (215 mg, 0.999 mmol) in THF (2 ml) was added acetic anhydride (188 μl, 2.00 mmol). After stirring for 5 minutes at rt phosphorus oxychloride (182 μl, 2.00 mmol) was added and the reaction mixture was stirred for 5 days at RT. The reaction mixture was added dropwise onto a 1 M solution of sodium carbonate (10 ml). The mixture was diluted with EtOAc (15 ml). The aq. layer was extracted with EtOAc (15 ml). The organic lay... Starting materials: [Li]CCCC (n-BuLi), C(C)(C)NC(C)C (diisopropylamine), IC (Iodomethane), C1(=CC=CC=C1)C1C(CCCC1)=O (2-phenylcyclohexanone), C(C)(C)[N-]C(C)C.[Li+] (lithium diisopropylamide). The solvent is C1CCOC1 (THF), O (Water), C1CCOC1 (THF). The product is CC1(C(CCCC1)=O)C1=CC=CC=C1 (2-methyl-2-phenyl-cyclohexanone). Reaction SMILES: [C:1]1([CH:7]2[CH2:12][CH2:11][CH2:10][CH2:9][C:8]2=[O:13])[CH:6]=[CH:5][CH:4]=[CH:3][CH:2]=1.[CH:14]([N-]C(C)C)(C)C.[Li+].[Li]CCCC.C(NC(C)C)(C)C.IC>C1COCC1.O>[CH3:14][C:7]1([C:1]2[CH:6]=[CH:5][CH:4]=[CH:3][CH:2]=2)[CH2:12][CH2:11][CH2:10][CH2:9][C:8]1=[O:13] |f:1.2|. Reported procedure: 2-Methyl-2-phenyl-cyclohexanone was prepared according to the procedure described by Paquette et al., J. Org. Chem., 54, 5044 (1989). A solution of 2-phenylcyclohexanone (10 g, 57 mmol) in 40 mL of THF was slowly added to a −50° C. solution of lithium diisopropylamide (prepared by addition of 22 mL of 2.5 M n-BuLi (55 mmol) to a solution of 8.4 mL (60 mmol) of diisopropylamine in 75 mL of THF). The resulting solution was stirred with warming to room temperature over 2 hours and was then cooled t... Reactants: FC1=CC=C(C(=O)N2CCC(CC2)C(=O)O)C=C1 (1-(4-Fluorobenzoyl)piperidine-4-carboxylic acid), C(CCC)N (butylamine), C([O-])([O-])=O.[K+].[K+] (potassium carbonate), C(C(=O)Cl)(=O)Cl (oxalyl chloride). Run in C(Cl)Cl (methylene chloride), C(Cl)Cl (methylene chloride), O (water), CN(C=O)C (dimethylformamide). Conditions: time 2 hour. Product: C(CCC)NC(=O)C1CCN(CC1)C(C1=CC=C(C=C1)F)=O (N-Butyl-1-(4-fluorobenzoyl)piperidine-4-carboxamide). As a reaction SMILES: [F:1][C:2]1[CH:18]=[CH:17][C:5]([C:6]([N:8]2[CH2:13][CH2:12][CH:11]([C:14]([OH:16])=O)[CH2:10][CH2:9]2)=[O:7])=[CH:4][CH:3]=1.C(Cl)(=O)C(Cl)=O.[CH2:25]([NH2:29])[CH2:26][CH2:27][CH3:28].C(=O)([O-])[O-].[K+].[K+]>C(Cl)Cl.O.CN(C)C=O>[CH2:25]([NH:29][C:14]([CH:11]1[CH2:10][CH2:9][N:8]([C:6](=[O:7])[C:5]2[CH:4]=[CH:3][C:2]([F:1])=[CH:18][CH:17]=2)[CH2:13][CH2:12]1)=[O:16])[CH2:26][CH2:27][CH3:28] |f:3.4.5|. Procedure details: 1-(4-Fluorobenzoyl)piperidine-4-carboxylic acid (8.79 g, 35.0 mmol) is dissolved in methylene chloride (75 mL) at 0° C., and dimethylformamide (0.20 mL) and oxalyl chloride (4.9 g, 39 mmol) are added. The mixture is stirred at room temperature for 2 hr. In a second flask, butylamine (2.6 g, 35 mmol) and potassium carbonate (9.67 g, 75.4 mmol) are dissolved in water (100 mL) and methylene chloride (200 mL) at 0° C. The first mixture is added to the second dropwise over 45 min, and the mixture is ... Starting materials: CCO, CCCc1[nH]cnc1C=CC(=O)N(C)C, [H][H], O=[Pd]. The product is CCCc1[nH]cnc1CCC(=O)N(C)C. RXN SMILES: [CH3:18][CH2:19][OH:20].[CH3:1][N:2]([C:3]([CH:4]=[CH:5][c:6]1[n:7][cH:8][nH:9][c:10]1[CH2:11][CH2:12][CH3:13])=[O:14])[CH3:15].[H:16][H:17].[Pd:21]=[O:22]>>[CH3:1][N:2]([C:3]([CH2:4][CH2:5][c:6]1[n:7][cH:8][nH:9][c:10]1[CH2:11][CH2:12][CH3:13])=[O:14])[CH3:15].